Dataset: the Open Reaction Database (ORD), a public repository of structured organic reaction records. Task: describe an organic reaction: reactants, conditions, products, and yield Reactants: CC1C=2C3=C(C(=NC2NC(C1)=O)Br)N=CC=C3 (1-methyl-6-bromo-1,2-dihydropyrido[2,3-c][1,8]naphthyridin-3(4H)-one), Na acetate. Reagents/catalysts: [Pd] (Pd/C). Solvent: C(C)O (ethanol), C(C)(=O)O (acetic acid). The product is CC1C=2C3=C(C=NC2NC(C1)=O)NCCC3 (1-methyl-1,2,7,8,9,10-hexahydropyrido[2,3-c][1,8]naphthyridin-3(4H)one). The yield is 64.4%. RXN SMILES: [CH3:1][CH:2]1[CH2:11][C:10](=[O:12])[NH:9][C:8]2[N:7]=[C:6](Br)[C:5]3[N:14]=[CH:15][CH:16]=[CH:17][C:4]=3[C:3]1=2>C(O)C.C(O)(=O)C.[Pd]>[CH3:1][CH:2]1[CH2:11][C:10](=[O:12])[NH:9][C:8]2[N:7]=[CH:6][C:5]3[NH:14][CH2:15][CH2:16][CH2:17][C:4]=3[C:3]1=2. Procedure: 1.5 g (0.005 mol) of 1-methyl-6-bromo-1,2-dihydropyrido[2,3-c][1,8]naphthyridin-3(4H)-one are hydrogenated for 24 hours at room temperature and atmospheric pressure in a mixture of 100 ml of ethanol and 100 ml of glacial acetic acid with Pd/C (0.3 g/10%) with addition of 0.4 g (0.005 mol) of Na-acetate. The catalyst is removed by filtration under suction, the filtrate is concentrated, and the residue is recrystallized from ethanol. 0.7 g (64.4% of theory) of 1-methyl-1,2,7,8,9,10-hexahydropyrido... Starting materials: CCN(C(C)C)C(C)C, ClCCl, O=S(=O)(Cl)c1ccc(C(F)(F)F)cc1, CC(C)(C)OC(=O)N1CCNCC1. Yields the product O=S(=O)(c1ccc(C(F)(F)F)cc1)N1CCNCC1. As a reaction SMILES: [CH:14]([N:15]([CH2:16][CH3:17])[CH:18]([CH3:19])[CH3:20])([CH3:21])[CH3:22].[Cl:37][CH2:38][Cl:39].[F:23][C:24]([c:25]1[cH:26][cH:27][c:28]([S:31](=[O:32])(=[O:33])[Cl:34])[cH:29][cH:30]1)([F:35])[F:36].[N:1]1([C:7]([O:8][C:9]([CH3:10])([CH3:11])[CH3:12])=[O:13])[CH2:2][CH2:3][NH:4][CH2:5][CH2:6]1>>[N:1]1([S:31]([c:28]2[cH:27][cH:26][c:25]([C:24]([F:23])([F:35])[F:36])[cH:30][cH:29]2)(=[O:32])=[O:33])[CH2:2][CH2:3][NH:4][CH2:5][CH2:6]1. The reactants are NC1=C(C(=O)NC2=C(C=C(C(=O)N(C3=C(C=C(C=C3)C)OCCCCCC(=O)N3CCN(CC3)C)C)C=C2)OC)C=CC=C1N (4-(2,3-diaminobenzoyl)amino-3-methoxy-N-methyl-N-[4-methyl-2-[5-(4-methylpiperazin-1-yl)carbonylpent-1-yloxy]phenyl]benzamide), C1(CCCO1)=O (butyrolactone), C1(=CC=C(C=C1)S(=O)(=O)O)C (p-toluenesulfonic acid). Solvent: C(Cl)(Cl)Cl (chloroform). Yields the product OCCCC1=NC2=C(N1)C=CC=C2C(=O)NC2=C(C=C(C(=O)N(C1=C(C=C(C=C1)C)OCCCCCC(=O)N1CCN(CC1)C)C)C=C2)OC (4-[2-(3-hydroxypropyl)-1H-benzimidazol-4-yl]carbonylamino-3-methoxy-N-methyl-N-[4-methyl-2-[5-(4-methylpiperazin-1-yl)carbonylpent-1-yloxy]phenyl]benzamide). Yield: 42.0%. Reaction SMILES: [NH2:1][C:2]1[C:44]([NH2:45])=[CH:43][CH:42]=[CH:41][C:3]=1[C:4]([NH:6][C:7]1[CH:38]=[CH:37][C:10]([C:11]([N:13]([CH3:36])[C:14]2[CH:19]=[CH:18][C:17]([CH3:20])=[CH:16][C:15]=2[O:21][CH2:22][CH2:23][CH2:24][CH2:25][CH2:26][C:27]([N:29]2[CH2:34][CH2:33][N:32]([CH3:35])[CH2:31][CH2:30]2)=[O:28])=[O:12])=[CH:9][C:8]=1[O:39][CH3:40])=[O:5].[C:46]1(=O)[O:50][CH2:49][CH2:48][CH2:47]1.C1(C)C=CC(S(O)(=O)=O)=CC=1>C(Cl)(Cl)Cl>[OH:50][CH2:49][CH2:48][CH2:47][C:46]1[NH:45][C:44]2[CH:43]=[CH:42][CH:41]=[C:3]([C:4]([NH:6][C:7]3[CH:38]=[CH:37][C:10]([C:11]([N:13]([CH3:36])[C:14]4[CH:19]=[CH:18][C:17]([CH3:20])=[CH:16][C:15]=4[O:21][CH2:22][CH2:23][CH2:24][CH2:25][CH2:26][C:27]([N:29]4[CH2:34][CH2:33][N:32]([CH3:35])[CH2:31][CH2:30]4)=[O:28])=[O:12])=[CH:9][C:8]=3[O:39][CH3:40])=[O:5])[C:2]=2[N:1]=1. Procedure details: A solution of 4-(2,3-diaminobenzoyl)amino-3-methoxy-N-methyl-N-[4-methyl-2-[5-(4-methylpiperazin-1-yl)carbonylpent-1-yloxy]phenyl]benzamide (150 mg), butyrolactone (628 mg) and p-toluenesulfonic acid (139 mg) was heated at 100° C. for 4 hours. The reaction mixture was diluted with chloroform and washed with aqueous sodium hydrogen carbonate. The extract was dried over sodium sulfate. After evaporation of the solvent, the residue was purified by silica gel column chromatography (10% methanol in c... Reactants: Cc1ccccc1, O=C(Cl)Cl, Nc1cc(C(=O)c2ccccn2)ccc1OCc1ccccc1. Product: O=C=Nc1cc(C(=O)c2ccccn2)ccc1OCc1ccccc1. As a reaction SMILES: [CH3:28][c:29]1[cH:30][cH:31][cH:32][cH:33][cH:34]1.[Cl:1][C:2]([Cl:3])=[O:4].[n:5]1[c:6]([C:11](=[O:12])[c:13]2[cH:14][c:15]([NH2:27])[c:16]([O:19][CH2:20][c:21]3[cH:22][cH:23][cH:24][cH:25][cH:26]3)[cH:17][cH:18]2)[cH:7][cH:8][cH:9][cH:10]1>>[C:2](=[O:4])=[N:27][c:15]1[cH:14][c:13]([C:11]([c:6]2[n:5][cH:10][cH:9][cH:8][cH:7]2)=[O:12])[cH:18][cH:17][c:16]1[O:19][CH2:20][c:21]1[cH:22][cH:23][cH:24][cH:25][cH:26]1. The reactants are ClC=1C=CN2C(C(=CC(=C2C1C)C1CC1)C(=O)OCC)=O (ethyl 8-chloro-1-cyclopropyl-9-methyl-4-oxo-4H-quinolizine-3-carboxylate), C(C)O (ethanol), C([O-])([O-])=O.[Na+].[Na+] (sodium carbonate), Cl.NC=1C=C(C=CC1)B(O)O (3-aminophenylboronic acid hydrochloride). The reagents and catalysts are [Pd](Cl)Cl.C1(=CC=CC=C1)P(C1=CC=CC=C1)C1=CC=CC=C1.C1(=CC=CC=C1)P(C1=CC=CC=C1)C1=CC=CC=C1 (bis(triphenylphosphine) palladium (II) chloride). The solvent is C1(=CC=CC=C1)C (toluene), C(C)(=O)OCC (Ethyl acetate). The product is NC=1C=C(C=CC1)C=1C=CN2C(C(=CC(=C2C1C)C1CC1)C(=O)OCC)=O (ethyl 8-(3-aminophenyl)-1-cyclopropyl-9-methyl-4-oxo-4H-quinolizine-3-carboxylate). Isolated yield 48.4%. As a reaction SMILES: Cl[C:2]1[CH:3]=[CH:4][N:5]2[C:10]([C:11]=1[CH3:12])=[C:9]([CH:13]1[CH2:15][CH2:14]1)[CH:8]=[C:7]([C:16]([O:18][CH2:19][CH3:20])=[O:17])[C:6]2=[O:21].C(O)C.C(=O)([O-])[O-].[Na+].[Na+].Cl.[NH2:32][C:33]1[CH:34]=[C:35](B(O)O)[CH:36]=[CH:37][CH:38]=1>C1(C)C=CC=CC=1.[Pd](Cl)Cl.C1(P(C2C=CC=CC=2)C2C=CC=CC=2)C=CC=CC=1.C1(P(C2C=CC=CC=2)C2C=CC=CC=2)C=CC=CC=1.C(OCC)(=O)C>[NH2:32][C:33]1[CH:38]=[C:37]([C:2]2[CH:3]=[CH:4][N:5]3[C:10]([C:11]=2[CH3:12])=[C:9]([CH:13]2[CH2:15][CH2:14]2)[CH:8]=[C:7]([C:16]([O:18][CH2:19][CH3:20])=[O:17])[C:6]3=[O:21])[CH:36]=[CH:35][CH:34]=1 |f:2.3.4,5.6,8.9.10|. Procedure details: 92.7 mg of ethyl 8-chloro-1-cyclopropyl-9-methyl-4-oxo-4H-quinolizine-3-carboxylate was suspended in 1 ml of toluene. 0.5 ml of ethanol, 0.5 ml of 2 M aqueous sodium carbonate solution, 50 mg of 3-aminophenylboronic acid hydrochloride and 10 mg of bis(triphenylphosphine) palladium (II) chloride were added to the obtained suspension, and they were heated under reflux in argon atmosphere for 3 hours. Ethyl acetate was added to the reaction mixture. The organic layer was taken, washed with water an... The reactants are C1=C(C=CC2=CC=CC=C12)O (2-naphthol), NN (hydrazine), alcohol water. Run at temperature 85 celsius, time 100 hour. Product: C1=C(C=CC2=CC=CC=C12)NN (2-naphthylhydrazine). RXN SMILES: [CH:1]1[C:10]2[C:5](=[CH:6][CH:7]=[CH:8][CH:9]=2)[CH:4]=[CH:3][C:2]=1O.[NH2:12][NH2:13]>>[CH:1]1[C:10]2[C:5](=[CH:6][CH:7]=[CH:8][CH:9]=2)[CH:4]=[CH:3][C:2]=1[NH:12][NH2:13]. Procedure details: 57.6 g (0.4 mol) of 2-naphthol and 200 ml of hydrazine (4 mol) are introduced into a 500 ml autoclave. The mixture is stirred at 85° C. at a pressure of 60 bar for approximately 100 hours. The reaction medium is subsequently extracted with dichloromethane. The organic phase is washed with 10% sodium hydroxide, then with water and finally with brine; it is dried over magnesium sulphate. After filtration and evaporation under vacuum, 50.6 g (80%) of product are obtained, the melting point of which... Reactants: CCc1cc(Br)cc2c(CCO)c[nH]c12, CCOC(=O)CC(=O)CC, ClCCl. The product is CCOC(=O)CC1(CC)OCCc2c1[nH]c1c(CC)cc(Br)cc21. Reaction SMILES: [Br:1][c:2]1[cH:3][c:4]2[c:5]([CH2:13][CH2:14][OH:15])[cH:6][nH:7][c:8]2[c:9]([CH2:11][CH3:12])[cH:10]1.[C:16]([CH2:17][CH3:18])(=[O:19])[CH2:20][C:21](=[O:22])[O:23][CH2:24][CH3:25].[Cl:26][CH2:27][Cl:28]>>[Br:1][c:2]1[cH:3][c:4]2[c:5]3[c:6]([nH:7][c:8]2[c:9]([CH2:11][CH3:12])[cH:10]1)[C:16]([CH2:17][CH3:18])([CH2:20][C:21](=[O:22])[O:23][CH2:24][CH3:25])[O:15][CH2:14][CH2:13]3. Reactants: ClCCl, Cl, O=C(O)N1CCC2(CC1)CC2(F)F, C1COCCO1. The product is Cl, FC1(F)CC12CCNCC2. RXN SMILES: [Cl:15][CH2:16][Cl:17].[ClH:14].[F:1][C:2]1([F:13])[CH2:3][C:4]12[CH2:5][CH2:6][N:7]([C:10]([OH:11])=[O:12])[CH2:8][CH2:9]2.[O:18]1[CH2:19][CH2:20][O:21][CH2:22][CH2:23]1>>[ClH:14].[F:1][C:2]1([F:13])[CH2:3][C:4]12[CH2:5][CH2:6][NH:7][CH2:8][CH2:9]2. Starting materials: [BH3-]C#N, CC(=O)O, C=O, CO, CC1(C)OC2C(CNC3CC(CCC(=O)OCc4ccccc4)C3)OC(n3cnc4c(N)ncnc43)C2O1, [Na+], O. Yields the product CN(CC1OC(n2cnc3c(N)ncnc32)C2OC(C)(C)OC12)C1CC(CCC(=O)OCc2ccccc2)C1. RXN SMILES: [C:39]([BH3-:40])#[N:41].[C:43]([OH:44])(=[O:45])[CH3:46].[CH2:47]=[O:48].[CH3:49][OH:50].[NH2:1][c:2]1[c:3]2[n:4][cH:5][n:6]([CH:11]3[O:12][CH:13]([CH2:21][NH:22][CH:23]4[CH2:24][CH:25]([CH2:27][CH2:28][C:29](=[O:30])[O:31][CH2:32][c:33]5[cH:34][cH:35][cH:36][cH:37][cH:38]5)[CH2:26]4)[CH:14]4[CH:15]3[O:16][C:17]([CH3:19])([CH3:20])[O:18]4)[c:7]2[n:8][cH:9][n:10]1.[Na+:42].[OH2:51]>>[NH2:1][c:2]1[c:3]2[n:4][cH:5][n:6]([CH:11]3[O:12][CH:13]([CH2:21][N:22]([CH:23]4[CH2:24][CH:25]([CH2:27][CH2:28][C:29](=[O:30])[O:31][CH2:32][c:33]5[cH:34][cH:35][cH:36][cH:37][cH:38]5)[CH2:26]4)[CH3:39])[CH:14]4[CH:15]3[O:16][C:17]([CH3:19])([CH3:20])[O:18]4)[c:7]2[n:8][cH:9][n:10]1. The reactants are [BH4-], CO, [Na+], O=C(c1ccccc1)c1ncc(-c2cnc(-c3cccnc3)[nH]2)cn1. As a reaction SMILES: [BH4-:26].[CH3:28][OH:29].[Na+:27].[c:1]1([C:7](=[O:8])[c:9]2[n:10][cH:11][c:12](-[c:15]3[cH:16][n:17][c:18](-[c:20]4[cH:21][n:22][cH:23][cH:24][cH:25]4)[nH:19]3)[cH:13][n:14]2)[cH:2][cH:3][cH:4][cH:5][cH:6]1>>[c:1]1([CH:7]([OH:8])[c:9]2[n:10][cH:11][c:12](-[c:15]3[cH:16][n:17][c:18](-[c:20]4[cH:21][n:22][cH:23][cH:24][cH:25]4)[nH:19]3)[cH:13][n:14]2)[cH:2][cH:3][cH:4][cH:5][cH:6]1. Product: OC(c1ccccc1)c1ncc(-c2cnc(-c3cccnc3)[nH]2)cn1.